Dataset: the Open Reaction Database (ORD), a public repository of structured organic reaction records. Task: describe an organic reaction: reactants, conditions, products, and yield The reactants are [Si](C)(C)(C(C)(C)C)Cl (tert-butyldimethylsilylchloride), ice, BrC=1C=CC(=C(C1)C(C(CO)(F)F)O)F (1-(5-bromo-2-fluorophenyl)-2,2-difluoropropane-1,3-diol), N1C=NC=C1 (imidazole). The solvent is C(Cl)Cl (DCM). Conditions: time 2 hour. The product is BrC=1C=CC(=C(C1)C(C(CO[Si](C)(C)C(C)(C)C)(F)F)O)F (1-(5-bromo-2-fluorophenyl)-3-(tert-butyldimethylsilyloxy)-2,2-difluoropropan-1-ol). Reaction SMILES: [Br:1][C:2]1[CH:3]=[CH:4][C:5]([F:15])=[C:6]([CH:8]([OH:14])[C:9]([F:13])([F:12])[CH2:10][OH:11])[CH:7]=1.N1C=CN=C1.[Si:21](Cl)([C:24]([CH3:27])([CH3:26])[CH3:25])([CH3:23])[CH3:22]>C(Cl)Cl>[Br:1][C:2]1[CH:3]=[CH:4][C:5]([F:15])=[C:6]([CH:8]([OH:14])[C:9]([F:13])([F:12])[CH2:10][O:11][Si:21]([C:24]([CH3:27])([CH3:26])[CH3:25])([CH3:23])[CH3:22])[CH:7]=1. Procedure: To an ice cooled solution of 1-(5-bromo-2-fluorophenyl)-2,2-difluoropropane-1,3-diol (17.0 g, 59.8 mmol) in dry DCM (200 mL) was added imidazole (12.2 g, 179.2 mmol) at 0° C. and stirred for 15 min. tert-butyldimethylsilylchloride (13.5 g, 89.5 mmol) was added to the resultant reaction mixture portion wise for a period of 30 min. and stirring continued for 2 h. Reaction was monitored by TLC analysis. The solids formed in the reaction mixture were separated by filtration and filtrate was concentr... Starting materials: CN1CCC(Nc2cccc(NC(=O)OC(C)(C)C)c2)CC1, [BH3-]C#N, C=O, CC(=O)O, CO, [Na+]. Yields the product CN1CCC(N(C)c2cccc(NC(=O)OC(C)(C)C)c2)CC1. As a reaction SMILES: [C:1]([CH3:2])([CH3:3])([CH3:4])[O:5][C:6]([NH:7][c:8]1[cH:9][c:10]([NH:14][CH:15]2[CH2:16][CH2:17][N:18]([CH3:21])[CH2:19][CH2:20]2)[cH:11][cH:12][cH:13]1)=[O:22].[C:29]([BH3-:30])#[N:31].[CH2:23]=[O:24].[CH3:25][C:26](=[O:27])[OH:28].[CH3:33][OH:34].[Na+:32]>>[C:1]([CH3:2])([CH3:3])([CH3:4])[O:5][C:6]([NH:7][c:8]1[cH:9][c:10]([N:14]([CH:15]2[CH2:16][CH2:17][N:18]([CH3:21])[CH2:19][CH2:20]2)[CH3:25])[cH:11][cH:12][cH:13]1)=[O:22]. Reactants: C(C1=CC=CC=C1)OC1=C(C=CC=C1)C=1C(=C(C=CC1S(=O)(=O)[O-])C)CCCC1=CC=CC=C1 (3-(2-Benzyloxyphenyl)-3-phenylpropyl-p-toluene sulphonate), NC12CC3CC(CC(C1)C3)C2 (1-aminoadamantane). The solvent is C(C)#N (acetonitrile). Yields the product C12(CC3CC(CC(C1)C3)C2)NCCC(C2=CC=CC=C2)C2=C(C=CC=C2)OCC2=CC=CC=C2 (N-(1-Adamantyl)-3-(2-benzyloxyphenyl)-3-phenylpropylamine). Reaction SMILES: [CH2:1]([O:8][C:9]1[CH:14]=[CH:13][CH:12]=[CH:11][C:10]=1[C:15]1[C:16]([CH2:26][CH2:27][CH2:28]C2C=CC=CC=2)=[C:17]([CH3:25])C=[CH:19][C:20]=1S([O-])(=O)=O)[C:2]1[CH:7]=[CH:6][CH:5]=[CH:4][CH:3]=1.[NH2:35][C:36]12[CH2:45][CH:40]3[CH2:41][CH:42]([CH2:44][CH:38]([CH2:39]3)[CH2:37]1)[CH2:43]2>C(#N)C>[C:36]12([NH:35][CH2:19][CH2:20][CH:15]([C:10]3[CH:11]=[CH:12][CH:13]=[CH:14][C:9]=3[O:8][CH2:1][C:2]3[CH:7]=[CH:6][CH:5]=[CH:4][CH:3]=3)[C:16]3[CH:17]=[CH:25][CH:28]=[CH:27][CH:26]=3)[CH2:37][CH:38]3[CH2:44][CH:42]([CH2:41][CH:40]([CH2:39]3)[CH2:45]1)[CH2:43]2. Procedure: This compound was similarly prepared from the toyslate (XXIX) of Example 4d) and 1-aminoadamantane. It was used as start material in Example 7q). The hydrochloridesemihydrate was prepared in acetonitrile and melted at 225° C. Reactants: C(C)C(CC)(C1=CC(=C(C=C1)OCC(CC)(O)CC)C)C1=CC(=C(S1)C(=O)O)C (5-{1-Ethyl-1-[4-(2-ethyl-2-hydroxy-butoxy)-3-methyl-phenyl]-propyl}-3-methyl-thiophene-2-carboxylic acid), Cl.COC(CN)=O (glycine methyl ester hydrochloride). Run in CN(C)C=O (DMF). Yields the product COC(CNC(=O)C=1SC(=CC1C)C(CC)(C1=CC(=C(C=C1)OCC(CC)(O)CC)C)CC)=O (2-[(5-{1-Ethyl-1-[4-(2-ethyl-2-hydroxy-butoxy)-3-methyl-phenyl]-propyl}-3-methyl-thiophene-2-carbonyl)-amino]-acetic acid methyl ester). Yield: 97.0%. RXN SMILES: [CH2:1]([C:3]([C:21]1[S:25][C:24]([C:26]([OH:28])=O)=[C:23]([CH3:29])[CH:22]=1)([C:6]1[CH:11]=[CH:10][C:9]([O:12][CH2:13][C:14]([CH2:18][CH3:19])([OH:17])[CH2:15][CH3:16])=[C:8]([CH3:20])[CH:7]=1)[CH2:4][CH3:5])[CH3:2].Cl.[CH3:31][O:32][C:33](=[O:36])[CH2:34][NH2:35]>CN(C=O)C>[CH3:31][O:32][C:33](=[O:36])[CH2:34][NH:35][C:26]([C:24]1[S:25][C:21]([C:3]([CH2:1][CH3:2])([C:6]2[CH:11]=[CH:10][C:9]([O:12][CH2:13][C:14]([CH2:18][CH3:19])([OH:17])[CH2:15][CH3:16])=[C:8]([CH3:20])[CH:7]=2)[CH2:4][CH3:5])=[CH:22][C:23]=1[CH3:29])=[O:28] |f:1.2|. Reported procedure: Using a procedure analogous to Example 38, 5-{1-Ethyl-1-[4-(2-ethyl-2-hydroxy-butoxy)-3-methyl-phenyl]-propyl}-3-methyl-thiophene-2-carboxylic acid (Example 51) (0.3 g, 0.72 mmol), glycine methyl ester hydrochloride, and DMF (2 mL) as reaction solvent to give the title compound (0.34 g, 0.69 mmol, 97%). 1H NMR (CDC3), δ 0.71 (t, J=7.1 Hz, 6H), 0.95 (t, J=7.1 Hz, 6H), 1.63-1.72 (m, 4H), 2.04-2.14 (m, 4H), 2.21 (s, 3H), 2.48 (s, 3H), 3.78 (s, 3H), 3.81 (s, 3H), 4.15 (d, J=5.2 Hz, 2H), 6.20 (t, J=5... Reactants: O=C(c1ccc(NCc2ccccc2)cc1)N1CCCCC1, ClCCl, O=S(=O)(Cl)Cl, c1ccccc1, c1ccncc1. The product is O=C(c1ccc(N(Cc2ccccc2)S(=O)(=O)c2ccccc2)cc1)N1CCCCC1. RXN SMILES: [CH2:1]([c:2]1[cH:3][cH:4][cH:5][cH:6][cH:7]1)[NH:8][c:9]1[cH:10][cH:11][c:12]([C:15](=[O:16])[N:17]2[CH2:18][CH2:19][CH2:20][CH2:21][CH2:22]2)[cH:13][cH:14]1.[Cl:40][CH2:41][Cl:42].[S:23](=[O:24])(=[O:25])([Cl:26])[Cl:27].[cH:28]1[cH:29][cH:30][cH:31][cH:32][cH:33]1.[cH:34]1[cH:35][cH:36][n:37][cH:38][cH:39]1>>[CH2:1]([c:2]1[cH:3][cH:4][cH:5][cH:6][cH:7]1)[N:8]([c:9]1[cH:10][cH:11][c:12]([C:15](=[O:16])[N:17]2[CH2:18][CH2:19][CH2:20][CH2:21][CH2:22]2)[cH:13][cH:14]1)[S:23](=[O:24])(=[O:25])[c:28]1[cH:29][cH:30][cH:31][cH:32][cH:33]1.